From a dataset of the Open Reaction Database (ORD), a public repository of structured organic reaction records. describe an organic reaction: reactants, conditions, products, and yield Solvent: C(Cl)Cl (methylene chloride). Conditions: time 1 hour. Product: CC(CC1=COC2=C1C=CC(=C2)O)(C)C (3-(2,2-dimethylpropyl)-6-hydroxybenzofuran). Reaction SMILES: [CH3:1][C:2]([CH3:16])([CH3:15])[CH2:3][C:4]1[C:8]2[CH:9]=[CH:10][C:11]([O:13]C)=[CH:12][C:7]=2[O:6][CH:5]=1.B(Br)(Br)Br>C(Cl)Cl>[CH3:1][C:2]([CH3:16])([CH3:15])[CH2:3][C:4]1[C:8]2[CH:9]=[CH:10][C:11]([OH:13])=[CH:12][C:7]=2[O:6][CH:5]=1. Procedure: To a -10° C. solution of the product of Step D (2.379 grams) in dry methylene chloride (35 mL) was added 1M boron tribromide solution (CH2Cl2 ; 3.70 mL). Warming to ambient temperature was followed by stirring for 1 hour. The reaction was partitioned between isopropyl acetate and aqueous sodium bicarbonate. The organic was washed twice with water and dried over magnesium sulfate. Filtration and removal of volatiles provided a residue which was chromatographed over silica gel (5:1 hex/ethyl aceta... Starting materials: CC(CC1=COC2=C1C=CC(=C2)OC)(C)C (3-(2,2-dimethylpropyl)-6-methoxybenzofuran), B(Br)(Br)Br (boron tribromide). Starting materials: C, CCOC(=O)C=Cc1ccc(C(=O)OC(C)(C)C)s1, CCO, [Pd]. The product is CCOC(=O)CCc1ccc(C(=O)OC(C)(C)C)s1. RXN SMILES: [C:23].[CH2:1]([CH3:2])[O:3][C:4](=[O:5])[CH:6]=[CH:7][c:8]1[cH:9][cH:10][c:11]([C:13](=[O:14])[O:15][C:16]([CH3:17])([CH3:18])[CH3:19])[s:12]1.[CH3:20][CH2:21][OH:22].[Pd:24]>>[CH2:1]([CH3:2])[O:3][C:4](=[O:5])[CH2:6][CH2:7][c:8]1[cH:9][cH:10][c:11]([C:13](=[O:14])[O:15][C:16]([CH3:17])([CH3:18])[CH3:19])[s:12]1. Starting materials: ClC1C(OCC1=O)=O (3-chlorofuran-2,4(3H,5H)-dione), NC(=S)N (thiourea), C(C)(C)O (isopropanol). Yields the product NC=1SC(=C(N1)CO)C(=O)OC(C)C (Isopropyl 2-amino-4-(hydroxymethyl)-1,3-thiazole-5-carboxylate). RXN SMILES: Cl[CH:2]1[C:6](=O)[CH2:5][O:4][C:3]1=[O:8].[NH2:9][C:10]([NH2:12])=[S:11].[CH:13]([OH:16])([CH3:15])[CH3:14]>>[NH2:9][C:10]1[S:11][C:6]([C:5]([O:16][CH:13]([CH3:15])[CH3:14])=[O:4])=[C:2]([CH2:3][OH:8])[N:12]=1. Reported procedure: A solution of 5 g (37 mmol) of 3-chlorofuran-2,4(3H,5H)-dione and 3.7 g (49 mmol) thiourea in 30 mL isopropanol was heated at refluxed overnight. Solvent was removed and the residue was dissolved in water. The solution was treated with aqueous Na2CO3 precipitating solids. The solids were filtered, washed with water and dried in vacuum. NMR: 1.2 (d, 6H), 4.55 (d, 2H), 4.9 (t, 1H), 5.0 (m, 1H), 7.7 (s, 2H). Starting materials: C(C)(C)(C)OC(NC1=C(C=C(C(=C1)OCC(F)(F)F)C(F)(F)F)N)=O ([2-amino-5-(2,2,2-trifluoro-ethoxy)-4-trifluoromethyl-phenyl]-carbamic acid tert-butyl ester), C(C)(C)(C)OC(CC(=O)C1=CC(=CC=C1)C1=CC(=NC=C1)N1CCOCC1)=O (3-[3-(2-morpholin-4-yl-pyridin-4-yl)-phenyl]-3-oxo-propionic acid tert-butyl ester). Product: C(C)(C)(C)OC(NC1=C(C=C(C(=C1)OCC(F)(F)F)C(F)(F)F)NC(CC(=O)C1=CC(=CC=C1)C1=CC(=NC=C1)N1CCOCC1)=O)=O ([2-{3-[3-(2-Morpholin-4-yl-pyridin-4-yl)-phenyl]-3-oxo-propionylamino}-5-(2,2,2-trifluoro-ethoxy)-4-trifluoromethyl-phenyl]-carbamic acid tert-butyl ester), foam. Isolated yield 85.0%. RXN SMILES: [C:1]([O:5][C:6](=[O:25])[NH:7][C:8]1[CH:13]=[C:12]([O:14][CH2:15][C:16]([F:19])([F:18])[F:17])[C:11]([C:20]([F:23])([F:22])[F:21])=[CH:10][C:9]=1[NH2:24])([CH3:4])([CH3:3])[CH3:2].C([O:30][C:31](=O)[CH2:32][C:33]([C:35]1[CH:40]=[CH:39][CH:38]=[C:37]([C:41]2[CH:46]=[CH:45][N:44]=[C:43]([N:47]3[CH2:52][CH2:51][O:50][CH2:49][CH2:48]3)[CH:42]=2)[CH:36]=1)=[O:34])(C)(C)C>>[C:1]([O:5][C:6](=[O:25])[NH:7][C:8]1[CH:13]=[C:12]([O:14][CH2:15][C:16]([F:18])([F:17])[F:19])[C:11]([C:20]([F:22])([F:23])[F:21])=[CH:10][C:9]=1[NH:24][C:31](=[O:30])[CH2:32][C:33]([C:35]1[CH:40]=[CH:39][CH:38]=[C:37]([C:41]2[CH:46]=[CH:45][N:44]=[C:43]([N:47]3[CH2:48][CH2:49][O:50][CH2:51][CH2:52]3)[CH:42]=2)[CH:36]=1)=[O:34])([CH3:4])([CH3:2])[CH3:3]. Procedure: The title compound was prepared from [2-amino-5-(2,2,2-trifluoro-ethoxy)-4-trifluoromethyl-phenyl]-carbamic acid tert-butyl ester (Example J6) (281 mg, 0.75 mmol) and 3-[3-(2-morpholin-4-yl-pyridin-4-yl)-phenyl]-3-oxo-propionic acid tert-butyl ester (Example K62) (286 mg, 0.75 mmol) according to the general procedure M. Obtained as a light brown foam (433 mg, 85%). Reactants: C(C)OC(C(C(=O)OCC)OC1=C(C=CC=C1)OC)=O ((2-methoxyphenoxy)malonic acid diethyl ester), solution, C[O-].[Na+] (sodium methoxide), NC(=O)N (urea). Run in CO (methanol). Conditions: temperature 80 celsius. Yields the product COC1=C(OC=2C(=NC(=NC2O)O)O)C=CC=C1 (5-(2-methoxyphenoxy)-2,4,6-trihydroxy-pyrimidine). Yield: 80.1%. As a reaction SMILES: C(O[C:4](=[O:20])[CH:5]([O:11][C:12]1[CH:17]=[CH:16][CH:15]=[CH:14][C:13]=1[O:18][CH3:19])[C:6]([O:8]CC)=O)C.C[O-].[Na+].[NH2:24][C:25]([NH2:27])=[O:26]>CO>[CH3:19][O:18][C:13]1[CH:14]=[CH:15][CH:16]=[CH:17][C:12]=1[O:11][C:5]1[C:4]([OH:20])=[N:24][C:25]([OH:26])=[N:27][C:6]=1[OH:8] |f:1.2|. Procedure: To a solution of (2-methoxyphenoxy)malonic acid diethyl ester (10.0 g) and a 28% solution of sodium methoxide (3.83 g) in methanol (100 ml) is added urea (2.33 g) under warming, and the mixture is refluxed at 80° C. for 16 hours. After the reaction is completed, the solution is concentrated, and acidified with 10% hydrochloric acid. The precipitated crystals are collected by filtration, washed, and dried to give 5-(2-methoxyphenoxy)-2,4,6-trihydroxy-pyrimidine (7.10 g) as a crystalline powder. Starting materials: C1(=CC=C(C=C1)C(=O)O)C1=CC=CC=C1 (biphenyl-4-carboxylic acid), C(C)(=O)O (acetic acid). The reagents and catalysts are [Pt]=O (platinum oxide). The solvent is C(C)O (ethanol). The product is C1(CCC(CC1)C(=O)O)C1CCCCC1 (bicyclohexyl-4-carboxylic acid). The yield is 99.9%. RXN SMILES: [C:1]1([C:10]2[CH:15]=[CH:14][CH:13]=[CH:12][CH:11]=2)[CH:6]=[CH:5][C:4]([C:7]([OH:9])=[O:8])=[CH:3][CH:2]=1.C(O)(=O)C>C(O)C.[Pt]=O>[CH:1]1([CH:10]2[CH2:11][CH2:12][CH2:13][CH2:14][CH2:15]2)[CH2:2][CH2:3][CH:4]([C:7]([OH:9])=[O:8])[CH2:5][CH2:6]1. Procedure details: A solution of biphenyl-4-carboxylic acid (9.9 g, 50 mmol) in 500 ml of ethanol and 150 ml of glacial acetic acid containing 1.0 g of platinum oxide was hydrogenated overnight at 40 psi. Upon filtering the solution and concentrating the filtrate under reduced pressure, 10.5 g of bicyclohexyl-4-carboxylic acid was obtained as a white solid (m.p. 122°-125° C.). Reactants: COC(=O)C(C)Oc1cc(C(C)(C)C)cc(C(C)(C)C)c1, Cl, [K+], C1CCOC1, [OH-], O. The product is CC(Oc1cc(C(C)(C)C)cc(C(C)(C)C)c1)C(=O)O. As a reaction SMILES: [C:3]([CH3:4])([CH3:5])([CH3:6])[c:7]1[cH:8][c:9]([O:17][CH:18]([C:19](=[O:20])[O:21][CH3:22])[CH3:23])[cH:10][c:11]([C:13]([CH3:14])([CH3:15])[CH3:16])[cH:12]1.[ClH:24].[K+:2].[O:26]1[CH2:27][CH2:28][CH2:29][CH2:30]1.[OH-:1].[OH2:25]>>[C:3]([CH3:4])([CH3:5])([CH3:6])[c:7]1[cH:8][c:9]([O:17][CH:18]([C:19](=[O:20])[OH:21])[CH3:23])[cH:10][c:11]([C:13]([CH3:14])([CH3:15])[CH3:16])[cH:12]1. Reactants: ClC1=C(C=C(OCCBr)C=C1)F (4-chloro-3-fluorophenoxy-ethylbromide), ClC=1C=C(C=CC1F)O (3-chloro-4-fluorophenol), BrCCBr (1,2-dibromoethane), CC1=NC=2N(C(=C1)C)N=C(N2)S (5,7-dimethyl-[1,2,4]triazolo[1,5-a]pyrimidine-2-thiol), ClC=1C=C(OCCBr)C=CC1F (3-chloro-4-fluorophenoxy-ethylbromide). Procedure: The title compound was prepared according to the experimentals described for Example 1 above from 5,7-dimethyl-[1,2,4]triazolo[1,5-a]pyrimidine-2-thiol and 3-chloro-4-fluorophenoxy-ethylbromide in 81% yield. The reagent 3-chloro-4-fluorophenoxy-ethylbromide was prepared by a similar procedure for the synthesis of 4-chloro-3-fluorophenoxy-ethylbromide in Example 4 above from 3-chloro-4-fluorophenol and 1,2-dibromoethane. EM (calc.): 352.1; MS (ESI) m/e: 353.0 (M+H)+. Product: ClC=1C=C(OCCSC2=NN3C(N=C(C=C3C)C)=N2)C=CC1F (([2-(3-chloro-4-fluorophenoxy)ethyl]sulfanyl}-5,7-dimethyl-[1,2,4]-triazolo[1,5-a]pyrimidine), ClC=1C=C(OCCBr)C=CC1F (3-chloro-4-fluorophenoxy-ethylbromide). RXN SMILES: [CH3:1][C:2]1[CH:7]=[C:6]([CH3:8])[N:5]2[N:9]=[C:10]([SH:12])[N:11]=[C:4]2[N:3]=1.[Cl:13][C:14]1[CH:15]=[C:16]([CH:21]=[CH:22][C:23]=1[F:24])[O:17][CH2:18][CH2:19][Br:20].ClC1C=CC(OCCBr)=CC=1F.ClC1C=C(O)C=CC=1F.BrCCBr>>[Cl:13][C:14]1[CH:15]=[C:16]([CH:21]=[CH:22][C:23]=1[F:24])[O:17][CH2:18][CH2:19][S:12][C:10]1[N:11]=[C:4]2[N:3]=[C:2]([CH3:1])[CH:7]=[C:6]([CH3:8])[N:5]2[N:9]=1.[Cl:13][C:14]1[CH:15]=[C:16]([CH:21]=[CH:22][C:23]=1[F:24])[O:17][CH2:18][CH2:19][Br:20]. The yield is 81.0%.